Dataset: the Open Reaction Database (ORD), a public repository of structured organic reaction records. Task: describe an organic reaction: reactants, conditions, products, and yield Reactants: ClC1=NC=2N([C@@H](C(N(C2C=N1)C)=O)CC)C1CCCC1 ((R)-2-Chloro-8-cyclopentyl-7-ethyl-5-methyl-7,8-dihydropteridin-6(5H)-one), S1C=NC=C1 (thiazole), [Li]CCCC (BuLi). Reagents/catalysts: C1=CC=C(C=C1)P([C-]2C=CC=C2)C3=CC=CC=C3.C1=CC=C(C=C1)P([C-]2C=CC=C2)C3=CC=CC=C3.Cl[Pd]Cl.[Fe+2] (Pd(dppf)Cl2), [Cl-].[Cl-].[Zn+2] (ZnCl2). The solvent is CCOC(=O)C (EtOAc), C1CCOC1 (THF). Conditions: temperature -78 celsius, time 30 minute. Product: C1(CCCC1)N1[C@@H](C(N(C=2C=NC(=NC12)C=1SC=CN1)C)=O)CC ((R)-8-cyclopentyl-7-ethyl-5-methyl-2-(thiazol-2-yl)-7,8-dihydropteridin-6(5H)-one). As a reaction SMILES: [S:1]1[CH:5]=[CH:4][N:3]=[CH:2]1.[Li]CCCC.Cl[C:12]1[N:21]=[CH:20][C:19]2[N:18]([CH3:22])[C:17](=[O:23])[C@@H:16]([CH2:24][CH3:25])[N:15]([CH:26]3[CH2:30][CH2:29][CH2:28][CH2:27]3)[C:14]=2[N:13]=1>C1COCC1.CCOC(C)=O.[Cl-].[Cl-].[Zn+2].C1C=CC(P(C2C=CC=CC=2)[C-]2C=CC=C2)=CC=1.C1C=CC(P(C2C=CC=CC=2)[C-]2C=CC=C2)=CC=1.Cl[Pd]Cl.[Fe+2]>[CH:26]1([N:15]2[C:14]3[N:13]=[C:12]([C:2]4[S:1][CH:5]=[CH:4][N:3]=4)[N:21]=[CH:20][C:19]=3[N:18]([CH3:22])[C:17](=[O:23])[C@H:16]2[CH2:24][CH3:25])[CH2:27][CH2:28][CH2:29][CH2:30]1 |f:5.6.7,8.9.10.11|. Procedure: To a solution of thiazole (5 eq) in dry THF, BuLi (5 eq) was added dropwise at −78° C. and this was stirred at −78° C. for 30 min. ZnCl2 (1M in ether, 5 eq) was added and stirred at 0° C. for 30 min, then Intermediate B (1 eq) and Pd(dppf)Cl2 (0.1 eq) were added. The reaction was heated to 70° C. for 16 h; then the mixture was diluted with EtOAc, washed with brine and concentrated. The residue was purified by silica gel flash chromatography to give the title compound. LCMS (0.05% TFA): 344.1 m/z... Product: CC1(NC=2N(C(C=C(N2)C2=NC=NC=C2)=O)CC1)C (8,8-Dimethyl-2-(pyrimidin-4-yl)-6,7,8,9-tetrahydro-pyrimido[1,2-a]pyrimidin-4-one). RXN SMILES: [N:1]1[CH:6]=[CH:5][C:4]([C:7](=O)[CH2:8][C:9]([O:11]CC)=O)=[N:3][CH:2]=1.Br.[CH3:16][C:17]1([CH3:24])[NH:22][C:21]([NH2:23])=[N:20][CH2:19][CH2:18]1>>[CH3:16][C:17]1([CH3:24])[CH2:18][CH2:19][N:20]2[C:9](=[O:11])[CH:8]=[C:7]([C:4]3[CH:5]=[CH:6][N:1]=[CH:2][N:3]=3)[N:23]=[C:21]2[NH:22]1 |f:1.2|. The reactants are N1=CN=C(C=C1)C(CC(=O)OCC)=O (ethyl 3-(4-pyrimidinyl)-3-oxopropionate), Br.CC1(CCN=C(N1)N)C (6,6-dimethyl-1,4,5,6-tetrahydro-pyrimidin-2-ylamine hydrobromide). Procedure details: A mixture of 2.39 g (12.31 mmol) of ethyl 3-(4-pyrimidinyl)-3-oxopropionate, (prepared by analogy to the method described in patent DE 2705582), 2.33 g (11.19 mmol) 6,6-dimethyl-1,4,5,6-tetrahydro-pyrimidin-2-ylamine hydrobromide